Dataset: the Open Reaction Database (ORD), a public repository of structured organic reaction records. Task: describe an organic reaction: reactants, conditions, products, and yield Reactants: aqueous solution, C([O-])([O-])=O.[Na+].[Na+] (sodium carbonate), FC(C=1C=C(CN(C(C2=CN=C(C=C2C2=C(C=CC=C2)C)I)=O)C)C=C(C1)C(F)(F)F)(F)F (N-(3,5-Bis-trifluoromethyl-benzyl)-6-iodo-N-methyl-4-o-tolyl-nicotinamide), IC1=CC(=NC=C1)C (4-iodo-2-methyl-pyridine), B1(OC(C(O1)(C)C)(C)C)B2OC(C(O2)(C)C)(C)C (bis(pinacolato)diboron), C(C)(=O)[O-].[K+] (potassium acetate). The reagents and catalysts are [CH-]1C=CC(=C1)P(C2=CC=CC=C2)C3=CC=CC=C3.[CH-]1C=CC(=C1)P(C2=CC=CC=C2)C3=CC=CC=C3.Cl[Pd]Cl.[Fe+2] (dichloro(1,1′-bis(diphenylphosphino)ferrocene)palladium(II) dichloromethane adduct), [CH-]1C=CC(=C1)P(C2=CC=CC=C2)C3=CC=CC=C3.[CH-]1C=CC(=C1)P(C2=CC=CC=C2)C3=CC=CC=C3.Cl[Pd]Cl.[Fe+2] (dichloro(1,1′-bis(diphenylphosphino)ferrocene)palladium(II) dichloromethane adduct). Run in C([O-])(O)=O.[Na+] (sodium bicarbonate), CN(C=O)C (N,N-dimethylformamide). Reaction conditions: temperature 80 celsius, time 3 hour. The product is FC(C=1C=C(CN(C(=O)C=2C(=CC(=NC2)C2=CC(=NC=C2)C)C2=C(C=CC=C2)C)C)C=C(C1)C(F)(F)F)(F)F (2′-Methyl-4-o-tolyl-[2,4′]bipyridinyl-5-carboxylic acid (3,5-bis-trifluoromethyl-benzyl)-methyl-amide). Yield: 78.4%. RXN SMILES: I[C:2]1[CH:7]=[CH:6][N:5]=[C:4]([CH3:8])[CH:3]=1.B1(B2OC(C)(C)C(C)(C)O2)OC(C)(C)C(C)(C)O1.C([O-])(=O)C.[K+].C(=O)([O-])[O-].[Na+].[Na+].[F:38][C:39]([F:70])([F:69])[C:40]1[CH:41]=[C:42]([CH:62]=[C:63]([C:65]([F:68])([F:67])[F:66])[CH:64]=1)[CH2:43][N:44]([CH3:61])[C:45](=[O:60])[C:46]1[C:51]([C:52]2[CH:57]=[CH:56][CH:55]=[CH:54][C:53]=2[CH3:58])=[CH:50][C:49](I)=[N:48][CH:47]=1>CN(C)C=O.C(=O)(O)[O-].[Na+].[CH-]1C=C(P(C2C=CC=CC=2)C2C=CC=CC=2)C=C1.[CH-]1C=C(P(C2C=CC=CC=2)C2C=CC=CC=2)C=C1.Cl[Pd]Cl.[Fe+2]>[F:38][C:39]([F:70])([F:69])[C:40]1[CH:41]=[C:42]([CH:62]=[C:63]([C:65]([F:68])([F:67])[F:66])[CH:64]=1)[CH2:43][N:44]([CH3:61])[C:45]([C:46]1[C:51]([C:52]2[CH:57]=[CH:56][CH:55]=[CH:54][C:53]=2[CH3:58])=[CH:50][C:49]([C:2]2[CH:7]=[CH:6][N:5]=[C:4]([CH3:8])[CH:3]=2)=[N:48][CH:47]=1)=[O:60] |f:2.3,4.5.6,9.10,11.12.13.14|. Reported procedure: A mixture of 300 mg (1.37 mmol) 4-iodo-2-methyl-pyridine, 383 mg (1.51 mmol) bis(pinacolato)diboron and 403 mg (4.11 mmol) potassium acetate in 8.5 ml N,N-dimethylformamide was deoxygenated by three freeze-thaw cycles. After addition of 112 mg (0.137 mmol) dichloro(1,1′-bis(diphenylphosphino)ferrocene)palladium(II) dichloromethane adduct the reaction mixture was stirred at 80° C. for 3 h. Cooling to room temperature was followed by addition of 4 ml of a 2 M aqueous solution of sodium carbonate, ... Product: BrCCC1=C(NC2=CC=C(C=C12)C(F)(F)F)[Si](CC)(CC)CC (3-(2-bromoethyl)-2-(triethylsilyl)-5-(trifluoromethyl)-1H-indole). Reactants: C(C)[Si](C=1NC2=CC=C(C=C2C1CCO)C(F)(F)F)(CC)CC (2-(2-(triethylsilyl)-5-(trifluoromethyl)-1H-indol-3-yl)ethanol), C1(=CC=CC=C1)P(C1=CC=CC=C1)C1=CC=CC=C1 (triphenyl phosphine), BrC(Br)(Br)Br (perbromomethane). Procedure details: A solution 2-(2-(triethylsilyl)-5-(trifluoromethyl)-1H-indol-3-yl)ethanol (0.730 g; 2.13 mmol) in THF (6 mL) was added to a solution of triphenyl phosphine (0.836 g; 3.19 mmol) and perbromomethane (1.06 g; 3.19 mmol) in THF (12 mL) pre-stirred for 1 hour. The resulting mixture was stirred at room temperature for 18 hours. The reaction mixture was then filtered and concentrated under reduced pressure. The crude material was purified by flash chromatography on silica gel (eluent 5 to 40% ethyl ace... The solvent is C1CCOC1 (THF), C1CCOC1 (THF). As a reaction SMILES: [CH2:1]([Si:3]([CH2:22][CH3:23])([CH2:20][CH3:21])[C:4]1[NH:5][C:6]2[C:11]([C:12]=1[CH2:13][CH2:14]O)=[CH:10][C:9]([C:16]([F:19])([F:18])[F:17])=[CH:8][CH:7]=2)[CH3:2].C1(P(C2C=CC=CC=2)C2C=CC=CC=2)C=CC=CC=1.[Br:43]C(Br)(Br)Br>C1COCC1>[Br:43][CH2:14][CH2:13][C:12]1[C:11]2[C:6](=[CH:7][CH:8]=[C:9]([C:16]([F:19])([F:18])[F:17])[CH:10]=2)[NH:5][C:4]=1[Si:3]([CH2:22][CH3:23])([CH2:20][CH3:21])[CH2:1][CH3:2]. Yield: 51.9%. Conditions: time 1 hour. Reactants: O=C([O-])[O-], Cn1cc(B2OC(C)(C)C(C)(C)O2)cn1, CC(c1ccc2ncccc2c1)c1nnc2ccc(Cl)nn12, [Cs+], [Cs+], CN(C)C=O, O. Product: CC(c1ccc2ncccc2c1)c1nnc2ccc(-c3cnn(C)c3)nn12. Reaction SMILES: [C:38](=[O:39])([O-:40])[O-:41].[CH3:23][n:24]1[n:25][cH:26][c:27]([B:29]2[O:30][C:31]([CH3:32])([CH3:33])[C:34]([CH3:35])([CH3:36])[O:37]2)[cH:28]1.[Cl:1][c:2]1[cH:3][cH:4][c:5]2[n:6]([n:7]1)[c:8]([CH:11]([CH3:12])[c:13]1[cH:14][c:15]3[cH:16][cH:17][cH:18][n:19][c:20]3[cH:21][cH:22]1)[n:9][n:10]2.[Cs+:42].[Cs+:43].[O:44]=[CH:45][N:46]([CH3:47])[CH3:48].[OH2:49]>>[c:2]1(-[c:27]2[cH:26][n:25][n:24]([CH3:23])[cH:28]2)[cH:3][cH:4][c:5]2[n:6]([n:7]1)[c:8]([CH:11]([CH3:12])[c:13]1[cH:14][c:15]3[cH:16][cH:17][cH:18][n:19][c:20]3[cH:21][cH:22]1)[n:9][n:10]2. Reactants: CSC=1SCCCN1 (5,6-dihydro-2-(methylthio)-4H-1,3-thiazine), [N+](=O)([O-])CC(=O)OCC (ethyl nitroacetate), CS (methyl mercaptan). Reagents/catalysts: [Cl-].[Zn+2].[Cl-] (zinc chloride), [Cl-].[Zn+2].[Cl-] (zinc chloride), [Cl-].[Zn+2].[Cl-] (zinc chloride). The solvent is CCOCC.C(C)(C)O (ether isopropyl alcohol). Conditions: time 1.25 hour. Yields the product [N+](=O)([O-])C(C(=O)OCC)=C1SCCCN1 (ethyl nitro(tetrahydro-2H-1,3-thiazin-2-ylidene)acetate). Reaction SMILES: CS[C:3]1[S:4][CH2:5][CH2:6][CH2:7][N:8]=1.[N+:9]([CH2:12][C:13]([O:15][CH2:16][CH3:17])=[O:14])([O-:11])=[O:10].CS>[Cl-].[Zn+2].[Cl-].CCOCC.C(O)(C)C>[N+:9]([C:12](=[C:3]1[NH:8][CH2:7][CH2:6][CH2:5][S:4]1)[C:13]([O:15][CH2:16][CH3:17])=[O:14])([O-:11])=[O:10] |f:3.4.5,6.7|. Procedure details: To a mixture of 235 g of 5,6-dihydro-2-(methylthio)-4H-1,3-thiazine (A. F. McKay et al., J. Am. Chem. Soc., 80, 3339 (1958)) and 2 g of zinc chloride at approximately 115° in a nitrogen atmosphere, 263 g of ethyl nitroacetate (S. Zen, et al., Kogyo Kagaku Zasshi, 74, 70 (1971)) was added dropwise over a 1.5 hour period. The mixture was held at 110°-120°. When evolution of methyl mercaptan ceased after 45 minutes further stirring of the heated mixture, 1 g of zinc chloride was added and the mixtu... Starting materials: C[Si](Br)(C)C (Trimethyl bromosilane), ClC1=C(OC(P(OCC)(OCC)=O)P(OCC)(OCC)=O)C=CC(=C1)Cl (tetraethyl (2,4-dichlorophenoxymethylene)-bisphosphonate). Solvent: C(Cl)Cl (methylene chloride). Conditions: time 3 hour. Product: ClC1=C(OC(P(O)(O)=O)P(O)(O)=O)C=CC(=C1)Cl ((2,4-Dichlorophenoxymethylene)-bisphosphonic acid). Reaction SMILES: C[Si](C)(C)Br.[Cl:6][C:7]1[CH:30]=[C:29]([Cl:31])[CH:28]=[CH:27][C:8]=1[O:9][CH:10]([P:19](=[O:26])([O:23]CC)[O:20]CC)[P:11](=[O:18])([O:15]CC)[O:12]CC>C(Cl)Cl>[Cl:6][C:7]1[CH:30]=[C:29]([Cl:31])[CH:28]=[CH:27][C:8]=1[O:9][CH:10]([P:11](=[O:12])([OH:15])[OH:18])[P:19](=[O:20])([OH:26])[OH:23]. Procedure: Trimethyl bromosilane (17.3 ml) was added to a stirred solution of tetraethyl (2,4-dichlorophenoxymethylene)-bisphosphonate (5.0 g) in methylene chloride (18 ml). After 3 hours at room temperature, the mixture was evaporated in vacuo, and residual trimethyl bromosilane was removed by repeated evaporation with methylene chloride. The residue was stirred overnight in ethanol and evaporated in vacuo. Crystallization from ether gave the title compound as colourless crystals. Reactants: NC(C(=O)O)C1CCC(CC1)O (Amino(4-hydroxycyclohexyl)acetic acid), C(C1=CC=CC=C1)(=O)Cl (benzoyl chloride), CC(=O)C.OS(=O)(=O)O.O=[Cr](=O)=O (Jones' reagent). Product: C(C1=CC=CC=C1)(=O)NC(C(=O)O)C1CCC(CC1)=O ((benzoylamino)(4-oxocyclohexyl)acetic acid). RXN SMILES: [NH2:1][CH:2]([CH:6]1[CH2:11][CH2:10][CH:9]([OH:12])[CH2:8][CH2:7]1)[C:3]([OH:5])=[O:4].[C:13](Cl)(=[O:20])[C:14]1[CH:19]=[CH:18][CH:17]=[CH:16][CH:15]=1.CC(C)=O.OS(O)(=O)=O.O=[Cr](=O)=O>>[C:13]([NH:1][CH:2]([CH:6]1[CH2:11][CH2:10][C:9](=[O:12])[CH2:8][CH2:7]1)[C:3]([OH:5])=[O:4])(=[O:20])[C:14]1[CH:19]=[CH:18][CH:17]=[CH:16][CH:15]=1 |f:2.3.4|. Reported procedure: Bicyclic diamines of general formula (32), wherein P2 is a nitrogen protecting group, can be prepared as described in (Org. Mass Spectrum. (1984) 19(9), 459-460). Amino(4-hydroxyphenyl)acetic acid, purchased commercially, can be treated with Raney nickel and heat to provide amino(4-hydroxycyclohexyl)acetic acid. Amino(4-hydroxycyclohexyl)acetic acid can be treated with benzoyl chloride and then oxidized with Jones' reagent to provide (benzoylamino)(4-oxocyclohexyl)acetic acid. (Benzoylamino)(4-o... The reactants are NC(=O)c1ncn2c1C1CCN1C(=O)c1c(Cl)cccc1-2, O=C(OC(=O)C(F)(F)F)C(F)(F)F, C1COCCO1, c1ccncc1. Yields the product N#Cc1ncn2c1C1CCN1C(=O)c1c(Cl)cccc1-2. RXN SMILES: [Cl:1][c:2]1[cH:3][cH:4][cH:5][c:6]2[c:7]1[C:8](=[O:21])[N:9]1[CH:10]([c:11]3[n:12]-2[cH:13][n:14][c:15]3[C:16](=[O:17])[NH2:18])[CH2:19][CH2:20]1.[F:22][C:23]([F:24])([F:25])[C:26]([O:27][C:28](=[O:29])[C:30]([F:31])([F:32])[F:33])=[O:34].[O:35]1[CH2:36][CH2:37][O:38][CH2:39][CH2:40]1.[cH:41]1[cH:42][cH:43][n:44][cH:45][cH:46]1>>[Cl:1][c:2]1[cH:3][cH:4][cH:5][c:6]2[c:7]1[C:8](=[O:21])[N:9]1[CH:10]([c:11]3[n:12]-2[cH:13][n:14][c:15]3[C:16]#[N:18])[CH2:19][CH2:20]1. Reactants: ClC1=CC=C(C=C1)C1(CCCCC1)C(=O)O (1-(4-chlorophenyl)cyclohexanecarboxylic acid), NCCCN1CCC(CC1)C=1C=C(C=CC1F)NC(C(C)C)=O (N-{3-[1-(3-aminopropyl)-4-piperidinyl]-4-fluorophenyl}-2-methylpropanamide). Run in C(Cl)(Cl)Cl (CHCl3). Yields the product ClC1=CC=C(C=C1)C1(CCCCC1)C(=O)NCCCN1CCC(CC1)C1=C(C=CC(=C1)NC(C(C)C)=O)F (1-(4-CHLOROPHENYL)-N-(3-{4-[2-FLUORO-5-(ISOBUTYRYLAMINO)PHENYL]-1-PIPERIDINYL}PROPYL)CYCLOHEXANECARBOXAMIDE). RXN SMILES: [Cl:1][C:2]1[CH:7]=[CH:6][C:5]([C:8]2([C:14]([OH:16])=O)[CH2:13][CH2:12][CH2:11][CH2:10][CH2:9]2)=[CH:4][CH:3]=1.[NH2:17][CH2:18][CH2:19][CH2:20][N:21]1[CH2:26][CH2:25][CH:24]([C:27]2[CH:28]=[C:29]([NH:34][C:35](=[O:39])[CH:36]([CH3:38])[CH3:37])[CH:30]=[CH:31][C:32]=2[F:33])[CH2:23][CH2:22]1>C(Cl)(Cl)Cl>[Cl:1][C:2]1[CH:3]=[CH:4][C:5]([C:8]2([C:14]([NH:17][CH2:18][CH2:19][CH2:20][N:21]3[CH2:22][CH2:23][CH:24]([C:27]4[CH:28]=[C:29]([NH:34][C:35](=[O:39])[CH:36]([CH3:38])[CH3:37])[CH:30]=[CH:31][C:32]=4[F:33])[CH2:25][CH2:26]3)=[O:16])[CH2:9][CH2:10][CH2:11][CH2:12][CH2:13]2)=[CH:6][CH:7]=1. Procedure details: Example 130 was prepared from 1-(4-chlorophenyl)cyclohexanecarboxylic acid and N-{3-[1-(3-aminopropyl)-4-piperidinyl]-4-fluorophenyl}-2-methylpropanamide according to the procedures described in Scheme 9: 1H NMR (400 MHz, CDCl3) δ 7.45–7.40 (m, 1H), 7.34–7.29 (m, 3H), 7.24–7.16 (m, 3H), 6.88 (t, 1H, J=8.7 Hz), 6.77–6.72 (m, 1H), 3.21 (q, 2H, J=5.6 Hz), 2.87–2.81 (m, 2H), 2.74–2.65 (m, 1H), 2.44 (septet, 1H, J=6.7 Hz), 2.28–2.21 (m, 4H), 1.92–1.76 (m, 4H), 1.69–1.69 (m, 4H), 1.56–1.47 (m, 8H), 1.... Reactants: FC=1C=C2C(=C(NC2=CC1)C)OC1=CC=C(C=C1)SC (5-Fluoro-2-methyl-3-[4-(methylthio)phenoxy]-1H-indole), C([O-])([O-])=O.[K+].[K+] (potassium carbonate), BrCC(=O)OCC (ethyl bromoacetate), BrCC(=O)OCC (ethyl bromoacetate), C([O-])([O-])=O.[K+].[K+] (potassium carbonate). The solvent is CN(C)C=O (DMF). Reaction conditions: time 16 hour. Product: FC=1C=C2C(=C(N(C2=CC1)CC(=O)OCC)C)OC1=CC=C(C=C1)SC (5-Fluoro-2-methyl-3-[4-(methylthio)phenoxy]-1H-indole-1-acetic acid, ethyl ester). Reaction SMILES: [F:1][C:2]1[CH:3]=[C:4]2[C:8](=[CH:9][CH:10]=1)[NH:7][C:6]([CH3:11])=[C:5]2[O:12][C:13]1[CH:18]=[CH:17][C:16]([S:19][CH3:20])=[CH:15][CH:14]=1.C(=O)([O-])[O-].[K+].[K+].Br[CH2:28][C:29]([O:31][CH2:32][CH3:33])=[O:30]>CN(C=O)C>[F:1][C:2]1[CH:3]=[C:4]2[C:8](=[CH:9][CH:10]=1)[N:7]([CH2:28][C:29]([O:31][CH2:32][CH3:33])=[O:30])[C:6]([CH3:11])=[C:5]2[O:12][C:13]1[CH:18]=[CH:17][C:16]([S:19][CH3:20])=[CH:15][CH:14]=1 |f:1.2.3|. Procedure details: A mixture of the product from step (ii) (335 mg), potassium carbonate (0.3 g) and ethyl bromoacetate (0.16 ml) in DMF (5 ml) was stirred at RT. After 16 h, ethyl bromoacetate (0.1 ml) and potassium carbonate (0.15 g) were added and the mixture heated at 50° C. for 4 h then partitioned between diethylether/water. The organics were washed with water, dried and evaporated under reduced pressure. The residue was purified by chromatography on silica eluting with 10% ethylacetate/iso-hexane. Yield 0.4... Reactants: C(C1=CC=CC=C1)OC(=O)N[C@H]([C@@H](CN1C(C=2NC3=CC=CC=C3C2CC1)C(=O)NC(C)(C)C)O)CC1=CC=CC=C1 (2-[3(S)-(benzyloxyformamido)-2(R)-hydroxy-4-phenylbutyl]-N-tert.butyl-1,2,3,4-tetrahydropyrido[3,4-b]indole-1-carboxamide). Reagents/catalysts: [Pd] (palladium-on-charcoal). Run in C(C)O (ethanol). The product is N[C@H]([C@@H](CN1C(C=2NC3=CC=CC=C3C2CC1)C(=O)NC(C)(C)C)O)CC1=CC=CC=C1 (2-[3(S)-amino-2(R)-hydroxy-4-phenylbutyl]-N-tert.butyl-1,2,3,4-tetrahydropyrido[3,4-b]indole-1-carboxamide). The yield is 104.7%. RXN SMILES: C(OC([NH:11][C@@H:12]([CH2:36][C:37]1[CH:42]=[CH:41][CH:40]=[CH:39][CH:38]=1)[C@H:13]([OH:35])[CH2:14][N:15]1[CH2:27][CH2:26][C:25]2[C:24]3[C:19](=[CH:20][CH:21]=[CH:22][CH:23]=3)[NH:18][C:17]=2[CH:16]1[C:28]([NH:30][C:31]([CH3:34])([CH3:33])[CH3:32])=[O:29])=O)C1C=CC=CC=1>C(O)C.[Pd]>[NH2:11][C@@H:12]([CH2:36][C:37]1[CH:38]=[CH:39][CH:40]=[CH:41][CH:42]=1)[C@H:13]([OH:35])[CH2:14][N:15]1[CH2:27][CH2:26][C:25]2[C:24]3[C:19](=[CH:20][CH:21]=[CH:22][CH:23]=3)[NH:18][C:17]=2[CH:16]1[C:28]([NH:30][C:31]([CH3:34])([CH3:32])[CH3:33])=[O:29]. Procedure details: A solution of 150 mg of 2-[3(S)-(benzyloxyformamido)-2(R)-hydroxy-4-phenylbutyl]-N-tert.butyl-1,2,3,4-tetrahydropyrido[3,4-b]indole-1-carboxamide (isomer A) in 5 ml of ethanol was hydrogenated under a pressure of 3.4 atmospheres over 10% palladium-on-charcoal at 20° C. for 16 hours. The catalyst was removed by filtration and the filtrate was evaporated to give 120 mg of 2-[3(S)-amino-2(R)-hydroxy-4-phenylbutyl]-N-tert.butyl-1,2,3,4-tetrahydropyrido[3,4-b]indole-1-carboxamide (isomer A); MS: m/e ...